From a dataset of the Open Reaction Database (ORD), a public repository of structured organic reaction records. describe an organic reaction: reactants, conditions, products, and yield The reactants are [Li]CCCC, C1CCOC1, CCn1c(=O)c(-c2cc(OC)cc(OC)c2)cc2cnc(S(C)=O)nc21, CC#N, Cl, COc1cc(N)cc(OC)n1. Yields the product CCn1c(=O)c(-c2cc(OC)cc(OC)c2)cc2cnc(Nc3cc(OC)nc(OC)c3)nc21. Reaction SMILES: [CH2:12]([Li:13])[CH2:14][CH2:15][CH3:16].[CH2:44]1[O:45][CH2:46][CH2:47][CH2:48]1.[CH3:17][O:18][c:19]1[cH:20][c:21](-[c:27]2[cH:28][c:29]3[c:30]([n:31][c:32]([S:35]([CH3:36])=[O:37])[n:33][cH:34]3)[n:38]([CH2:41][CH3:42])[c:39]2=[O:40])[cH:22][c:23]([O:25][CH3:26])[cH:24]1.[CH3:49][C:50]#[N:51].[ClH:43].[NH2:1][c:2]1[cH:3][c:4]([O:10][CH3:11])[n:5][c:6]([O:8][CH3:9])[cH:7]1>>[NH:1]([c:2]1[cH:3][c:4]([O:10][CH3:11])[n:5][c:6]([O:8][CH3:9])[cH:7]1)[c:32]1[n:31][c:30]2[c:29]([cH:28][c:27](-[c:21]3[cH:20][c:19]([O:18][CH3:17])[cH:24][c:23]([O:25][CH3:26])[cH:22]3)[c:39](=[O:40])[n:38]2[CH2:41][CH3:42])[cH:34][n:33]1. The reactants are CC1C(NC(=O)OC(C)(C)C)C(=O)N1O, CC(=O)[O-], CO, [Cl-], [Cl-], [Cl-], [Cl-], [NH4+], [Na+], [Ti+3]. Yields the product CC1NC(=O)C1NC(=O)OC(C)(C)C. Reaction SMILES: [C:1]([CH3:2])([CH3:3])([CH3:4])[O:5][C:6](=[O:7])[NH:8][CH:9]1[C:10](=[O:15])[N:11]([OH:14])[CH:12]1[CH3:13].[CH3:17][C:18](=[O:19])[O-:20].[CH3:21][OH:22].[Cl-:24].[Cl-:25].[Cl-:26].[Cl-:27].[NH4+:16].[Na+:23].[Ti+3:28]>>[C:1]([CH3:2])([CH3:3])([CH3:4])[O:5][C:6](=[O:7])[NH:8][CH:9]1[C:10](=[O:15])[NH:11][CH:12]1[CH3:13]. Starting materials: NC=1NC(C2=C(N1)N(C(S2)=S)[C@H]2[C@H](OC(C1=CC=CC=C1)=O)[C@H](OC(C1=CC=CC=C1)=O)[C@H](O2)COC(C2=CC=CC=C2)=O)=O (5-Amino-2-thioxo-3-(2,3,5-tri-O-benzoyl-β-D-ribofuranosyl)thiazolo[4,5-d]pyrimidin-7(6H)-one), C[O-].[Na+] (sodium methoxide). Run in CO (methanol). Conditions: time 8 hour. The product is NC=1NC(C2=C(N1)N(C(S2)=S)[C@H]2[C@H](O)[C@H](O)[C@H](O2)CO)=O (5-Amino-2-thioxo-3-β-D-ribofuranosylthiazolo[4,5-d]pyrimidin-7(6H)-one). RXN SMILES: [NH2:1][C:2]1[NH:3][C:4](=[O:45])[C:5]2[S:10][C:9](=[S:11])[N:8]([C@@H:12]3[O:34][C@H:33]([CH2:35][O:36]C(=O)C4C=CC=CC=4)[C@@H:23]([O:24]C(=O)C4C=CC=CC=4)[C@H:13]3[O:14]C(=O)C3C=CC=CC=3)[C:6]=2[N:7]=1.C[O-].[Na+]>CO>[NH2:1][C:2]1[NH:3][C:4](=[O:45])[C:5]2[S:10][C:9](=[S:11])[N:8]([C@@H:12]3[O:34][C@H:33]([CH2:35][OH:36])[C@@H:23]([OH:24])[C@H:13]3[OH:14])[C:6]=2[N:7]=1 |f:1.2|. Reported procedure: To a solution of 15 (1.25 g, 1.94 mmol) in dry methanol (100 mL) was added sodium methoxide powder until the pH reached 10. The solution was stirred overnight and then neutralized with Dowex H+ resin and filtered. After evaporation of the filtrate, the residue was washed with ether to remove methyl benzoate and the crude material was crystallized from water: yield 520 mg, 81%: mp 220° C. dec.: UV λmax 1H NMR (DMSO-d6) δ6.48 (d, J=3.00 Hz, 1H, C1, H), 6.99 (s, 2H, NH2), 11.47 (s, 1H, NH), and oth... Reported procedure: To a solution of 4-[4-(benzyloxy)phenoxy]-3-nitrophenetole (4.26 g, 11.7 mmol) in a mixture of ethanol (70 ml) and tetrahydrofuran (50 ml) was added 10% palladium-carbon (430 mg), followed by stirring under a hydrogen gas atmosphere at room temperature overnight. After removal of the insoluble matter by filtration, the solvent was evaporated under reduced pressure. The resulting crude crystals were recrystallized from a mixture of ethyl acetate and hexane (1:9) to give the title compound (2.63 g... Reactants: C(C1=CC=CC=C1)OC1=CC=C(OC2=C(C=C(C=C2)OCC)[N+](=O)[O-])C=C1 (4-[4-(benzyloxy)phenoxy]-3-nitrophenetole). Yields the product C(C)OC=1C=CC(=C(N)C1)OC1=CC=C(C=C1)O (5-Ethoxy-2-(4-hydroxyphenoxy)aniline). Reaction SMILES: C([O:8][C:9]1[CH:27]=[CH:26][C:12]([O:13][C:14]2[CH:19]=[CH:18][C:17]([O:20][CH2:21][CH3:22])=[CH:16][C:15]=2[N+:23]([O-])=O)=[CH:11][CH:10]=1)C1C=CC=CC=1>C(O)C.O1CCCC1.[C].[Pd]>[CH2:21]([O:20][C:17]1[CH:18]=[CH:19][C:14]([O:13][C:12]2[CH:26]=[CH:27][C:9]([OH:8])=[CH:10][CH:11]=2)=[C:15]([CH:16]=1)[NH2:23])[CH3:22] |f:3.4|. The reagents and catalysts are [C].[Pd] (palladium-carbon). Run in C(C)O (ethanol), O1CCCC1 (tetrahydrofuran). Isolated yield 91.6%. Conditions: time 8 hour. Reactants: N#CC1(C(=O)O)CC1, CCOC(C)=O, CCN(C(C)C)C(C)C, Cl, CN(C)C=O, On1nnc2cccnc21, COCCCN1C(=O)C(C)(C)Oc2ccc(N(C(=O)C3CC(N)CN(C(=O)OCC4c5ccccc5-c5ccccc54)C3)C3CC3)cc21. Product: COCCCN1C(=O)C(C)(C)Oc2ccc(N(C(=O)C3CC(NC(=O)C4(C#N)CC4)CN(C(=O)OCC4c5ccccc5-c5ccccc54)C3)C3CC3)cc21. Reaction SMILES: [C:50](#[N:51])[C:52]1([C:55](=[O:56])[OH:57])[CH2:53][CH2:54]1.[CH3:82][CH2:83][O:84][C:85](=[O:86])[CH3:87].[CH:68]([N:69]([CH:70]([CH3:71])[CH3:72])[CH2:73][CH3:74])([CH3:75])[CH3:76].[ClH:1].[O:77]=[CH:78][N:79]([CH3:80])[CH3:81].[OH:58][n:59]1[c:60]2[n:61][cH:62][cH:63][cH:64][c:65]2[n:66][n:67]1.[cH:2]1[cH:3][cH:4][cH:5][c:6]2[c:14]1[CH:13]([CH2:15][O:16][C:17](=[O:18])[N:19]1[CH2:20][CH:21]([NH2:49])[CH2:22][CH:23]([C:25]([N:26]([c:27]3[cH:28][cH:29][c:30]4[c:31]([cH:44]3)[N:32]([CH2:39][CH2:40][CH2:41][O:42][CH3:43])[C:33](=[O:38])[C:34]([CH3:36])([CH3:37])[O:35]4)[CH:45]3[CH2:46][CH2:47]3)=[O:48])[CH2:24]1)[c:12]1[c:7]-2[cH:8][cH:9][cH:10][cH:11]1>>[cH:2]1[cH:3][cH:4][cH:5][c:6]2[c:14]1[CH:13]([CH2:15][O:16][C:17](=[O:18])[N:19]1[CH2:20][CH:21]([NH:49][C:55]([C:52]3([C:50]#[N:51])[CH2:53][CH2:54]3)=[O:56])[CH2:22][CH:23]([C:25]([N:26]([c:27]3[cH:28][cH:29][c:30]4[c:31]([cH:44]3)[N:32]([CH2:39][CH2:40][CH2:41][O:42][CH3:43])[C:33](=[O:38])[C:34]([CH3:36])([CH3:37])[O:35]4)[CH:45]3[CH2:46][CH2:47]3)=[O:48])[CH2:24]1)[c:12]1[c:7]-2[cH:8][cH:9][cH:10][cH:11]1. The reactants are [N+](=O)([O-])C=1C=C(CN)C=CC1 (3-nitrobenzylamine), COC(C1=CC=C(C=C1)C=1N=C(C2=C(N1)SC=C2C)Cl)=O (4-(4-chloro-5-methyl-thieno-[2,3-d]-pyrimidin-2yl)-benzoic acid methylester). Product: COC(C1=CC=C(C=C1)C=1N=C(C2=C(N1)SC=C2C)NCC2=CC(=CC=C2)[N+](=O)[O-])=O (4-[4-(3-nitrobenzylamino)-5-methyl-thieno-[2,3-d]-pyrimidin-2-yl]-benzoic acid methylester). RXN SMILES: [N+:1]([C:4]1[CH:5]=[C:6]([CH:9]=[CH:10][CH:11]=1)[CH2:7][NH2:8])([O-:3])=[O:2].[CH3:12][O:13][C:14](=[O:32])[C:15]1[CH:20]=[CH:19][C:18]([C:21]2[N:22]=[C:23](Cl)[C:24]3[C:29]([CH3:30])=[CH:28][S:27][C:25]=3[N:26]=2)=[CH:17][CH:16]=1>>[CH3:12][O:13][C:14](=[O:32])[C:15]1[CH:16]=[CH:17][C:18]([C:21]2[N:22]=[C:23]([NH:8][CH2:7][C:6]3[CH:9]=[CH:10][CH:11]=[C:4]([N+:1]([O-:3])=[O:2])[CH:5]=3)[C:24]3[C:29]([CH3:30])=[CH:28][S:27][C:25]=3[N:26]=2)=[CH:19][CH:20]=1. Reported procedure: The reaction procedure as above wherein 3-nitrobenzylamine is reacted with 4-(4-chloro-5-methyl-thieno-[2,3-d]-pyrimidin-2yl)-benzoic acid methylester yields 4-[4-(3-nitrobenzylamino)-5-methyl-thieno-[2,3-d]-pyrimidin-2-yl]-benzoic acid methylester.